This data is from the Open Reaction Database (ORD), a public repository of structured organic reaction records. The task is: describe an organic reaction: reactants, conditions, products, and yield The reactants are CC(C)(C)OC(=O)N1CC(COS(C)(=O)=O)C1, CCOC(C)=O, O=[N+]([O-])c1ccc(Cl)c(O)c1, [K+], [K+], O=C([O-])[O-], CN(C)C=O. Product: CC(C)(C)OC(=O)N1CC(COc2cc([N+](=O)[O-])ccc2Cl)C1. Reaction SMILES: [C:18]([CH3:19])([CH3:20])([CH3:21])[O:22][C:23](=[O:24])[N:25]1[CH2:26][CH:27]([CH2:29][O:30][S:31]([CH3:32])(=[O:33])=[O:34])[CH2:28]1.[CH3:40][CH2:41][O:42][C:43]([CH3:44])=[O:45].[Cl:1][c:2]1[c:3]([OH:11])[cH:4][c:5]([N+:8](=[O:9])[O-:10])[cH:6][cH:7]1.[K+:12].[K+:13].[O-:14][C:15]([O-:16])=[O:17].[O:35]=[CH:36][N:37]([CH3:38])[CH3:39]>>[Cl:1][c:2]1[c:3]([O:11][CH2:29][CH:27]2[CH2:26][N:25]([C:23]([O:22][C:18]([CH3:19])([CH3:20])[CH3:21])=[O:24])[CH2:28]2)[cH:4][c:5]([N+:8](=[O:9])[O-:10])[cH:6][cH:7]1. The reactants are CCOC(=O)CN, CCN=C=NCCCN(C)C, CCOC(C)=O, CCN(C(C)C)C(C)C, Cl, Cl, CN(C)C=O, On1nnc2ccccc21, O=C(O)c1cccc(CC2CCCC=C2c2nc(-c3ccccc3)c(-c3ccccc3)o2)c1. The product is CCOC(=O)CNC(=O)c1cccc(CC2CCCC=C2c2nc(-c3ccccc3)c(-c3ccccc3)o2)c1. As a reaction SMILES: [CH2:35]([CH3:36])[O:37][C:38]([CH2:39][NH2:40])=[O:41].[CH2:62]([N:63]=[C:64]=[N:65][CH2:66][CH2:67][CH2:68][N:69]([CH3:70])[CH3:71])[CH3:72].[CH3:78][CH2:79][O:80][C:81]([CH3:82])=[O:83].[CH:42]([N:43]([CH:44]([CH3:45])[CH3:46])[CH2:47][CH3:48])([CH3:49])[CH3:50].[ClH:34].[ClH:61].[O:73]=[CH:74][N:75]([CH3:76])[CH3:77].[OH:51][n:52]1[c:53]2[cH:54][cH:55][cH:56][cH:57][c:58]2[n:59][n:60]1.[c:1]1(-[c:7]2[n:8][c:9]([C:18]3=[CH:23][CH2:22][CH2:21][CH2:20][CH:19]3[CH2:24][c:25]3[cH:26][c:27]([C:28](=[O:29])[OH:30])[cH:31][cH:32][cH:33]3)[o:10][c:11]2-[c:12]2[cH:13][cH:14][cH:15][cH:16][cH:17]2)[cH:2][cH:3][cH:4][cH:5][cH:6]1>>[c:1]1(-[c:7]2[n:8][c:9]([C:18]3=[CH:23][CH2:22][CH2:21][CH2:20][CH:19]3[CH2:24][c:25]3[cH:26][c:27]([C:28](=[O:30])[NH:40][CH2:39][C:38]([O:37][CH2:35][CH3:36])=[O:41])[cH:31][cH:32][cH:33]3)[o:10][c:11]2-[c:12]2[cH:13][cH:14][cH:15][cH:16][cH:17]2)[cH:2][cH:3][cH:4][cH:5][cH:6]1. Starting materials: C(C)(C)(C)OC(=O)N[C@H](C(=O)OC[C@@H](C)OC(=O)C1=CC=CC=C1)CC1=CC(=C(C=C1)O)O ((2R)-2-Phenylcarbonyloxypropyl (2S)-2-(tert-Butoxycarbonyl)amino-3-(3,4-dihydroxyphenyl)propanoate), Cl.O1CCOCC1 (HCl 1,4-dioxane), CS(=O)(=O)O (Methanesulfonic acid). Product: S(C)(=O)(=O)O.N[C@H](C(=O)OC[C@@H](C)OC(=O)C1=CC=CC=C1)CC1=CC(=C(C=C1)O)O ((2R)-2-Phenylcarbonyloxypropyl (2S)-2-Amino-3-(3,4-dihydroxyphenyl)propanoate Mesylate). Reaction SMILES: C(OC([NH:8][C@@H:9]([CH2:25][C:26]1[CH:31]=[CH:30][C:29]([OH:32])=[C:28]([OH:33])[CH:27]=1)[C:10]([O:12][CH2:13][C@H:14]([O:16][C:17]([C:19]1[CH:24]=[CH:23][CH:22]=[CH:21][CH:20]=1)=[O:18])[CH3:15])=[O:11])=O)(C)(C)C.Cl.O1CCOCC1.[CH3:41][S:42]([OH:45])(=[O:44])=[O:43]>>[S:42]([OH:45])(=[O:44])(=[O:43])[CH3:41].[NH2:8][C@@H:9]([CH2:25][C:26]1[CH:31]=[CH:30][C:29]([OH:32])=[C:28]([OH:33])[CH:27]=1)[C:10]([O:12][CH2:13][C@H:14]([O:16][C:17]([C:19]1[CH:24]=[CH:23][CH:22]=[CH:21][CH:20]=1)=[O:18])[CH3:15])=[O:11] |f:1.2,4.5|. Procedure details: A solution of (2R)-2-phenylcarbonyloxypropyl (2S)-2-(tert-butoxycarbonyl)amino-3-(3,4-dihydroxyphenyl)propanoate 2 (10.5 g, 21.1 mmol) in 34 mL (6.0 eq) of 4.0 N HCl/1,4-dioxane was stirred at room temperature for 1 h. Methanesulfonic acid (1.48 mL, 22.8 mmol) was slowly added to the reaction mixture while stirred at room temperature. The solution was concentrated under vacuum to afford the mesylate salt 1 as a brown solid. Reactants: NC1=CC2=C(N=C(N2)NC2=CC=C(C=C2)Br)C=C1 ((5-aminobenzimidazol-2-yl)(4-bromophenylamine)), [H-].[Na+] (sodium hydride), CN(C=O)C (N,N-dimethylformamide). Product: N1=C(C=CC=C1)C(=O)NC (2-pyridyl-N-methylcarboxamide). Reaction SMILES: N[C:2]1[CH:18]=[CH:17][C:5]2[N:6]=[C:7](NC3C=CC(Br)=CC=3)[NH:8][C:4]=2[CH:3]=1.[H-].[Na+].CN(C)C=[O:24]>>[N:6]1[CH:3]=[CH:2][CH:18]=[CH:17][C:5]=1[C:4]([NH:8][CH3:7])=[O:24] |f:1.2|. Procedure: To a solution of ((5-aminobenzimidazol-2-yl)(4-bromophenylamine (1 eq) in N,N-dimethylformamide was added sodium hydride (2 eq) and the mixture was microwaved for 8 mins at 220° C. The reaction mixture was partitioned between ethyl acetate and water and the organic layer was dried with sodium sulfate and concentrated. Preparative chromatography yielded [4-({2-[(4-bromophenyl)amino}benzimidazol-5-yl}amino)(2-pyridyl-N-methylcarboxamide. MS: MH+=437.